From a dataset of the Open Reaction Database (ORD), a public repository of structured organic reaction records. describe an organic reaction: reactants, conditions, products, and yield Reactants: C(#CC)C=1C(NC(N(C1)[C@H]1[C@@H](OC(C)=O)[C@H](OC(C)=O)[C@H](O1)COC(C)=O)=O)=O (5-Propynyl-1-(2,3,5-tri-O-acetyl-β-D-arabinofuranosyl)uracil). Run in O1CCOCC1 (dioxan). Run at time 18 hour. Product: [C@@H]1([C@@H](O)[C@H](O)[C@H](O1)CO)N1C(=O)NC(=O)C(=C1)C#CC (1-(β-D-arabinofuranosyl)-5-propynyluracil). The yield is 82.5%. Reaction SMILES: [C:1]([C:4]1[C:5](=[O:29])[NH:6][C:7](=[O:28])[N:8]([C@@H:10]2[O:22][C@H:21]([CH2:23][O:24]C(=O)C)[C@@H:16]([O:17]C(=O)C)[C@@H:11]2[O:12]C(=O)C)[CH:9]=1)#[C:2][CH3:3]>O1CCOCC1>[C@@H:10]1([N:8]2[CH:9]=[C:4]([C:1]#[C:2][CH3:3])[C:5](=[O:29])[NH:6][C:7]2=[O:28])[O:22][C@H:21]([CH2:23][OH:24])[C@@H:16]([OH:17])[C@@H:11]1[OH:12]. Procedure: Product of stage (b) (0.3 g, 0.73 mmol) was dissolved in 20 ml of dioxan/880 ammonia/water (3:2:1) and left standing at room temperature for 18 hours. The solvent was evaporated and co-evaporated with ethanol and final recrystallisation of the residue from ethanol afforded 0.17 g of the title compound (82%) melting at 225°-227° C. Starting materials: CC(=O)N1CC(NC(=O)c2ccccc2)C(=O)N(CC(=O)OCc2ccccc2)c2ccccc21, CO. Product: CC(=O)N1CC(NC(=O)c2ccccc2)C(=O)N(CC(=O)O)c2ccccc21. Reaction SMILES: [CH2:1]([c:2]1[cH:3][cH:4][cH:5][cH:6][cH:7]1)[O:8][C:9]([CH2:10][N:11]1[C:12](=[O:34])[CH:13]([NH:25][C:26]([c:27]2[cH:28][cH:29][cH:30][cH:31][cH:32]2)=[O:33])[CH2:14][N:15]([C:22]([CH3:23])=[O:24])[c:16]2[c:17]1[cH:18][cH:19][cH:20][cH:21]2)=[O:35].[CH3:36][OH:37]>>[O:8]=[C:9]([CH2:10][N:11]1[C:12](=[O:34])[CH:13]([NH:25][C:26]([c:27]2[cH:28][cH:29][cH:30][cH:31][cH:32]2)=[O:33])[CH2:14][N:15]([C:22]([CH3:23])=[O:24])[c:16]2[c:17]1[cH:18][cH:19][cH:20][cH:21]2)[OH:35]. Reactants: COC(CNC(C1=C(C=CC=C1)N)C)OC (N-(2,2-dimethoxyethyl)-α-methyl-o-amino-benzylamine), N#CBr (cyanogen bromide). Yields the product CC1N2C(NC3=CC=CC=C13)=NC=C2 (5,10-dihydro-5-methylimidazo[2,1-b]quinazoline). Reaction SMILES: CO[CH:3](OC)[CH2:4][NH:5][CH:6]([CH3:14])[C:7]1[CH:12]=[CH:11][CH:10]=[CH:9][C:8]=1[NH2:13].[N:17]#[C:18]Br>>[CH3:14][CH:6]1[C:7]2[C:8](=[CH:9][CH:10]=[CH:11][CH:12]=2)[NH:13][C:18]2=[N:17][CH:3]=[CH:4][N:5]12. Procedure: 4 g of crude N-(2,2-dimethoxyethyl)-α-methyl-o-amino-benzylamine and 1.9 g cyanogen bromide are reacted and the product is worked up in the same manner as in Example 1e to afford the heading compound. M.p. 171°-172° (crystallisation from ethanol). Starting materials: C(C)O (ethanol), CN1CC[C@]23C4=C5C=CC(=C4O[C@H]2C(=O)CC[C@]3([C@H]1C5)O)OC (oxycodone), N (ammonia), Cl (hydrochloric acid). Reagents/catalysts: [Pd] (palladium on carbon). Solvent: O (water). Reaction conditions: time 1.5 hour. The product is CN1CC[C@]23C4=C5C=CC(=C4O[C@H]2C(=O)CC[C@]3([C@H]1C5)O)OC.Cl (Oxycodone Hydrochloride). As a reaction SMILES: [CH3:1][N:2]1[C@@H:19]2[CH2:20][C:7]3[CH:8]=[CH:9][C:10]([O:22][CH3:23])=[C:11]4[O:12][C@H:13]5[C:14]([CH2:16][CH2:17][C@:18]2([OH:21])[C@:5]5([C:6]=34)[CH2:4][CH2:3]1)=[O:15].C(O)C.[ClH:27].N>[Pd].O>[CH3:1][N:2]1[C@@H:19]2[CH2:20][C:7]3[CH:8]=[CH:9][C:10]([O:22][CH3:23])=[C:11]4[O:12][C@H:13]5[C:14]([CH2:16][CH2:17][C@:18]2([OH:21])[C@:5]5([C:6]=34)[CH2:4][CH2:3]1)=[O:15].[ClH:27] |f:6.7|. Reported procedure: 4.35 g oxycodone prepared by essentially the same method as Route B was added to a flask containing ethanol (12.5 ml) and water (2.7 ml). Concentrated hydrochloric acid (approximately 1.5 ml) was added to the flask, providing a mixture with a pH of about 2. The pH of the mixture was increased to 5 by adding ammonia. The mixture was hydrogenated at 45 psi and 50° C. for 1.5 hours and then at 10–12 psi and 50–55° C. for 4 hours using a 10 wt % palladium on carbon catalyst (0.06 g). The mixture was... Reactants: CC(=O)c1c[nH]c2ccccc2c1=O, Fc1ccc(CBr)cc1, [K+], [K+], O=C([O-])[O-], CN(C)C=O, O. Product: CC(=O)c1cn(Cc2ccc(F)cc2)c2ccccc2c1=O. As a reaction SMILES: [C:1]([CH3:2])(=[O:3])[c:4]1[cH:5][nH:6][c:7]2[cH:8][cH:9][cH:10][cH:11][c:12]2[c:13]1=[O:14].[F:21][c:22]1[cH:23][cH:24][c:25]([CH2:28][Br:29])[cH:26][cH:27]1.[K+:15].[K+:16].[O-:17][C:18]([O-:19])=[O:20].[O:31]=[CH:32][N:33]([CH3:34])[CH3:35].[OH2:30]>>[C:1]([CH3:2])(=[O:3])[c:4]1[cH:5][n:6]([CH2:28][c:25]2[cH:24][cH:23][c:22]([F:21])[cH:27][cH:26]2)[c:7]2[cH:8][cH:9][cH:10][cH:11][c:12]2[c:13]1=[O:14].